From a dataset of the Open Reaction Database (ORD), a public repository of structured organic reaction records. describe an organic reaction: reactants, conditions, products, and yield Reactants: ClC1=CC=C2C(C(NC2=C1)=O)C1=CC(=CC=C1)OC (rac-6-chloro-3-(3-methoxy-phenyl)-1,3-dihydro-indol-2-one), ClC1=CC=C(CBr)C=C1 (4-chlorobenzyl bromide), [I-].[K+] (potassium iodide), C([O-])([O-])=O.[K+].[K+] (potassium carbonate). The solvent is CC(=O)C (acetone), C(C)(=O)OCC (ethyl acetate). Reaction conditions: temperature 60 celsius. Yields the product ClC1=CC=C2C(C(NC2=C1)=O)(C1=CC(=CC=C1)OC)CC1=CC=C(C=C1)Cl (rac-6-chloro-3-(4-chloro-benzyl)-3-(3-methoxy-phenyl)-1,3-dihydro-indol-2-one). RXN SMILES: [Cl:1][C:2]1[CH:10]=[C:9]2[C:5]([CH:6]([C:12]3[CH:17]=[CH:16][CH:15]=[C:14]([O:18][CH3:19])[CH:13]=3)[C:7](=[O:11])[NH:8]2)=[CH:4][CH:3]=1.[Cl:20][C:21]1[CH:28]=[CH:27][C:24]([CH2:25]Br)=[CH:23][CH:22]=1.[I-].[K+].C(=O)([O-])[O-].[K+].[K+]>CC(C)=O.C(OCC)(=O)C>[Cl:1][C:2]1[CH:10]=[C:9]2[C:5]([C:6]([CH2:25][C:24]3[CH:27]=[CH:28][C:21]([Cl:20])=[CH:22][CH:23]=3)([C:12]3[CH:17]=[CH:16][CH:15]=[C:14]([O:18][CH3:19])[CH:13]=3)[C:7](=[O:11])[NH:8]2)=[CH:4][CH:3]=1 |f:2.3,4.5.6|. Reported procedure: A mixture of rac-6-chloro-3-(3-methoxy-phenyl)-1,3-dihydro-indol-2-one (0.16 g, 0.6 mmol) (from Example 6b supra), 4-chlorobenzyl bromide (0.15 g, 0.7 mmol) (Lancaster), potassium iodide (0.12 g, 0.71 mmol) and potassium carbonate (0.18 g, 1.3 mmol) in acetone (5 mL) was heated at 60° C. for 6 hours in a capped pressure tube. After cooling, mixture was diluted with ethyl acetate (50 mL) and extracted with water (2×50 mL) and brine (50 mL). Aqueous layers were back washed with ethyl acetate (50 m... Reaction SMILES: [BH4-:32].[CH3:34][OH:35].[CH:1](=[O:2])[c:3]1[cH:4][c:5]([O:19][CH3:20])[c:6]([O:7][c:8]2[n:9][cH:10][c:11]([C:12](=[O:13])[NH2:14])[cH:15][cH:16]2)[cH:17][cH:18]1.[F:21][c:22]1[c:23]([CH2:29][CH2:30][NH2:31])[cH:24][cH:25][c:26]([F:28])[cH:27]1.[Na+:33]>>[CH2:1]([c:3]1[cH:4][c:5]([O:19][CH3:20])[c:6]([O:7][c:8]2[n:9][cH:10][c:11]([C:12](=[O:13])[NH2:14])[cH:15][cH:16]2)[cH:17][cH:18]1)[NH:31][CH2:30][CH2:29][c:23]1[c:22]([F:21])[cH:27][c:26]([F:28])[cH:25][cH:24]1. Product: COc1cc(CNCCc2ccc(F)cc2F)ccc1Oc1ccc(C(N)=O)cn1. The reactants are [BH4-], CO, COc1cc(C=O)ccc1Oc1ccc(C(N)=O)cn1, NCCc1ccc(F)cc1F, [Na+]. Reactants: COC(=O)c1nc(-c2ccc(Cl)cc2F)cc(N)c1Cl, [Na+], O=[N+]([O-])[O-], O=S(=O)(O)O. Yields the product COC(=O)c1nc(-c2cc([N+](=O)[O-])c(Cl)cc2F)cc(N)c1Cl. As a reaction SMILES: [NH2:1][c:2]1[c:3]([Cl:20])[c:4]([C:16](=[O:17])[O:18][CH3:19])[n:5][c:6](-[c:8]2[c:9]([F:15])[cH:10][c:11]([Cl:14])[cH:12][cH:13]2)[cH:7]1.[Na+:26].[O-:27][N+:28]([O-:29])=[O:30].[S:21](=[O:22])(=[O:23])([OH:24])[OH:25]>>[NH2:1][c:2]1[c:3]([Cl:20])[c:4]([C:16](=[O:17])[O:18][CH3:19])[n:5][c:6](-[c:8]2[c:9]([F:15])[cH:10][c:11]([Cl:14])[c:12]([N+:28](=[O:27])[O-:29])[cH:13]2)[cH:7]1. Reactants: ClC1=C(C(=O)O)C=CC(=C1)O (2-Chloro-4-hydroxybenzoic acid), C[C@H](CO)CC ((S)-2-methylbutanol). The reagents and catalysts are C1(=CC=C(C=C1)S(=O)(=O)O)C (p-toluenesulfonic acid). Run in C1(=CC=CC=C1)C (toluene). Yields the product ClC1=C(C(=O)OC[C@H](CC)C)C=CC(=C1)O ((S)-2-methylbutyl 2-chloro-4-hydroxybenzoate). The yield is 98.1%. Reaction SMILES: [Cl:1][C:2]1[CH:10]=[C:9]([OH:11])[CH:8]=[CH:7][C:3]=1[C:4]([OH:6])=[O:5].[CH3:12][C@@H:13]([CH2:16][CH3:17])[CH2:14]O>C1(C)C=CC=CC=1.C1(C)C=CC(S(O)(=O)=O)=CC=1>[Cl:1][C:2]1[CH:10]=[C:9]([OH:11])[CH:8]=[CH:7][C:3]=1[C:4]([O:6][CH2:12][C@@H:13]([CH3:14])[CH2:16][CH3:17])=[O:5]. Reported procedure: 2-Chloro-4-hydroxybenzoic acid (17.2 g: 100 mmols), 10.5 g (120 mmols) of (S)-2-methylbutanol and 0.17 g (1 mmol) of p-toluenesulfonic acid were refluxed in 100 ml of toluene on heating. Azeotropic water was removed with a Dean Stark trap. After water was no longer distilled off, the residue was left to cool up to room temperature. The resulting product was washed with a sodium bicarbonate aqueous solution until the aqueous phase became alkaline. The product was further washed with water and the... Reactants: BrC1=C(C(=CC(=C1)C(C)(C)C)C(C)(C)C)O (2-bromo-4,6-di-tert-butylphenol), C1(=CC=CC=C1)P(Cl)C1=CC=CC=C1 (diphenylchlorophosphine), C[Si](C)(C)Cl (trimethylsilyl chloride), CCCCCC (hexane), C(CCC)[Li] (n-butyllithium). The solvent is C(C)OCC (diethyl ether). Reaction conditions: temperature -30 celsius, time 5 hour. The product is C[Si](C)(C)OC1=C(C=C(C=C1C(C)(C)C)C(C)(C)C)P(C1=CC=CC=C1)C1=CC=CC=C1 (4,6-di-tert-butyl-2-diphenylphosphinophenyl trimethylsilyl ether). Isolated yield 16.2%. RXN SMILES: Br[C:2]1[CH:7]=[C:6]([C:8]([CH3:11])([CH3:10])[CH3:9])[CH:5]=[C:4]([C:12]([CH3:15])([CH3:14])[CH3:13])[C:3]=1[OH:16].CCCCCC.C([Li])CCC.[C:28]1([P:34]([C:36]2[CH:41]=[CH:40][CH:39]=[CH:38][CH:37]=2)Cl)[CH:33]=[CH:32][CH:31]=[CH:30][CH:29]=1.[CH3:42][Si:43](Cl)([CH3:45])[CH3:44]>C(OCC)C>[CH3:42][Si:43]([O:16][C:3]1[C:4]([C:12]([CH3:15])([CH3:14])[CH3:13])=[CH:5][C:6]([C:8]([CH3:11])([CH3:10])[CH3:9])=[CH:7][C:2]=1[P:34]([C:36]1[CH:41]=[CH:40][CH:39]=[CH:38][CH:37]=1)[C:28]1[CH:33]=[CH:32][CH:31]=[CH:30][CH:29]=1)([CH3:45])[CH3:44]. Reported procedure: Next, 5.0 g (17.5 millimole) of 2-bromo-4,6-di-tert-butylphenol described above was dissolved in 45 ml of dehydrated diethyl ether under nitrogen flow, and the solution was cooled down to −30° C. Then, 23.3 ml (37.3 millimole) of a hexane solution having an n-butyllithium concentration of 1.6 mole/liter was added thereto, and then the solution was stirred at a room temperature for 5 hours. The reaction mixture was cooled down to −30° C., and 3.26 ml (17.3 millimole) of diphenylchlorophosphine wa... The reactants are C1(=CC=CC=C1)C(OC1CCN(CC1)CCCN)C1=CC=CC=C1 (4-(diphenylmethoxy)-1-piperidinepropaneamine), ClC=1C=CC=2N(N1)C=C(N2)C2(CCCC2)C(=O)OC(C)C (isopropyl 1-(6-chloroimidazo[1,2-b]pyridazin-2-yl]cyclopentanecarboxylate), C([O-])(O)=O.[Na+] (sodium bicarbonate). The product is Cl.Cl.C1(=CC=CC=C1)C(OC1CCN(CC1)CCCNC=1C=CC=2N(N1)C=C(N2)C2(CCCC2)C(=O)OC(C)C)C2=CC=CC=C2 (isopropyl 1-[6-[3-[4-(diphenylmethoxy)piperidino]propylamino]imidazo[1,2-b]pyridazin-2-yl]cyclopentanecarboxylate dihydrochloride). The yield is 116.0%. RXN SMILES: [C:1]1([CH:7]([C:19]2[CH:24]=[CH:23][CH:22]=[CH:21][CH:20]=2)[O:8][CH:9]2[CH2:14][CH2:13][N:12]([CH2:15][CH2:16][CH2:17][NH2:18])[CH2:11][CH2:10]2)[CH:6]=[CH:5][CH:4]=[CH:3][CH:2]=1.[Cl:25][C:26]1[CH:27]=[CH:28][C:29]2[N:30]([CH:32]=[C:33]([C:35]3([C:40]([O:42][CH:43]([CH3:45])[CH3:44])=[O:41])[CH2:39][CH2:38][CH2:37][CH2:36]3)[N:34]=2)[N:31]=1.C(=O)(O)[O-].[Na+]>>[ClH:25].[ClH:25].[C:19]1([CH:7]([C:1]2[CH:2]=[CH:3][CH:4]=[CH:5][CH:6]=2)[O:8][CH:9]2[CH2:14][CH2:13][N:12]([CH2:15][CH2:16][CH2:17][NH:18][C:26]3[CH:27]=[CH:28][C:29]4[N:30]([CH:32]=[C:33]([C:35]5([C:40]([O:42][CH:43]([CH3:45])[CH3:44])=[O:41])[CH2:39][CH2:38][CH2:37][CH2:36]5)[N:34]=4)[N:31]=3)[CH2:11][CH2:10]2)[CH:24]=[CH:23][CH:22]=[CH:21][CH:20]=1 |f:2.3,4.5.6|. Procedure: 1.67 g of 4-(diphenylmethoxy)-1-piperidinepropaneamine and 793 mg of isopropyl 1-(6-chloroimidazo[1,2-b]pyridazin-2-yl]cyclopentanecarboxylate were stirred at 165° C. for 5.5 hours. After cooling, aqueous sodium bicarbonate was added, followed by extraction with ethyl acetate; the extract was washed with saturated saline and dried with magnesium sulfate. The dry product was concentrated under reduced pressure; the residue was subjected to silica gel column chromatography and eluted with ethyl ac...